From a dataset of the Open Reaction Database (ORD), a public repository of structured organic reaction records. describe an organic reaction: reactants, conditions, products, and yield RXN SMILES: [CH2:24]([CH2:25][CH2:26][CH3:27])[c:28]1[n:29]([CH2:35][c:36]2[c:37]([Cl:42])[cH:38][cH:39][cH:40][cH:41]2)[c:30]([CH:33]=[O:34])[cH:31][n:32]1.[CH2:8]([Li:9])[CH2:10][CH2:11][CH3:12].[CH:1]([NH:2][CH:3]([CH3:4])[CH3:5])([CH3:6])[CH3:7].[O:43]1[CH2:44][CH2:45][CH2:46][CH2:47]1.[s:13]1[c:14]([CH2:18][CH2:19][C:20](=[O:21])[O:22][CH3:23])[cH:15][cH:16][cH:17]1>>[s:13]1[c:14]([CH2:18][CH:19]([C:20](=[O:21])[O:22][CH3:23])[CH:33]([c:30]2[n:29]([CH2:35][c:36]3[c:37]([Cl:42])[cH:38][cH:39][cH:40][cH:41]3)[c:28]([CH2:24][CH2:25][CH2:26][CH3:27])[n:32][cH:31]2)[OH:34])[cH:15][cH:16][cH:17]1. Yields the product CCCCc1ncc(C(O)C(Cc2cccs2)C(=O)OC)n1Cc1ccccc1Cl. Starting materials: CCCCc1ncc(C=O)n1Cc1ccccc1Cl, [Li]CCCC, CC(C)NC(C)C, C1CCOC1, COC(=O)CCc1cccs1. The reactants are BrC1=CC=C(S1)C(C(=O)OCC)=O (ethyl (5-bromo-2-thienyl)glyoxylate), BrC=1C=CC(=C(C=O)C1)O (5-bromo-2-hydroxybenzaldehyde). Reagents/catalysts: [Cl-].[Cl-].[Cl-].[Ti+3] (titanium trichloride). Run in O (water), C(C)(=O)O (acetic acid). Reaction conditions: temperature 4 celsius, time 8 hour. Yields the product BrC=1C=CC2=C(C(=C(C(O2)=O)C=2SC(=CC2)Br)O)C1 (6-bromo-3-(5-bromo-2-thienyl)-4-hydroxy-2H-1-benzopyran-2-one), compound 27. As a reaction SMILES: [Br:1][C:2]1[S:6][C:5]([C:7](=O)[C:8](OCC)=[O:9])=[CH:4][CH:3]=1.[Br:14][C:15]1[CH:16]=[CH:17][C:18]([OH:23])=[C:19]([CH:22]=1)[CH:20]=[O:21]>O.C(O)(=O)C.[Cl-].[Cl-].[Cl-].[Ti+3]>[Br:14][C:15]1[CH:16]=[CH:17][C:18]2[O:23][C:8](=[O:9])[C:7]([C:5]3[S:6][C:2]([Br:1])=[CH:3][CH:4]=3)=[C:20]([OH:21])[C:19]=2[CH:22]=1 |f:4.5.6.7|. Reported procedure: A solution of titanium trichloride (7.71 g) in water (50 ml) was added to a solution of ethyl (5-bromo-2-thienyl)glyoxylate (5.0 g) and 5-bromo-2-hydroxybenzaldehyde (4.36 g) in dry acetic acid (50 ml) with stirring at 4° C. and the mixture was stirred for 11/2 hours. It was extracted with ethyl acetate and the extract was washed with water, brine, dried over magnesium sulfate and evaporated under reduced pressure. The residue was dissolved in toluene and p-toluenesulfonic acid (2.5 g) was added... Starting materials: O=C([O-])[O-], COC(=O)c1ccccc1O, CC(C)(C)OC(=O)COc1ccc(CCOS(C)(=O)=O)cc1, CC#N, [K+], [K+]. Product: COC(=O)c1ccccc1OCCc1ccc(OCC(=O)OC(C)(C)C)cc1. RXN SMILES: [C:12](=[O:13])([O-:14])[O-:15].[C:1]([c:2]1[c:3]([OH:4])[cH:5][cH:6][cH:7][cH:8]1)(=[O:9])[O:10][CH3:11].[CH3:18][S:19]([O:20][CH2:23][CH2:24][c:25]1[cH:26][cH:27][c:28]([O:29][CH2:30][C:31](=[O:32])[O:33][C:34]([CH3:35])([CH3:36])[CH3:37])[cH:38][cH:39]1)(=[O:21])=[O:22].[CH3:40][C:41]#[N:42].[K+:16].[K+:17]>>[C:1]([c:2]1[c:3]([O:4][CH2:23][CH2:24][c:25]2[cH:26][cH:27][c:28]([O:29][CH2:30][C:31](=[O:32])[O:33][C:34]([CH3:35])([CH3:36])[CH3:37])[cH:38][cH:39]2)[cH:5][cH:6][cH:7][cH:8]1)(=[O:9])[O:10][CH3:11]. Starting materials: CN1CCCC1=O, C[S-], Clc1cccc2c1C1=NOCC1C2, [Na+], O. Yields the product CSc1cccc2c1C1=NOCC1C2. As a reaction SMILES: [CH3:18][N:19]1[CH2:20][CH2:21][CH2:22][C:23]1=[O:24].[CH3:1][S-:2].[Cl:4][c:5]1[cH:6][cH:7][cH:8][c:9]2[c:16]1[C:12]1=[N:13][O:14][CH2:15][CH:11]1[CH2:10]2.[Na+:3].[OH2:17]>>[CH3:1][S:2][c:5]1[cH:6][cH:7][cH:8][c:9]2[c:16]1[C:12]1=[N:13][O:14][CH2:15][CH:11]1[CH2:10]2. Starting materials: FC(C(=O)O)(F)F.ClC1=CC=C2C(=C1)NC(C21C(NC(C1C1=C(C(=CC=C1)Cl)F)C(=O)O)CC(C)(C)C)=O (rac-(2′S,3′R,4′S,5′R)-6-chloro-4′-(3-chloro-2-fluoro-phenyl)-2′-(2,2-dimethyl-propyl)-2-oxo-1,2-dihydro-spiro[indole-3,3′-pyrrolidine]-5′-carboxylic acid trifluoroacetic acid), NC1=C(C=NC=C1)OC (4-amino-3-methoxypyridine), C(C)(C)N(CC)C(C)C (diisopropylethylamine), C1(=CC=CC=C1)P(=O)(C1=CC=CC=C1)Cl (diphenylphosphinic chloride). Product: COC=1C=NC=CC1NC(=O)C1C(C2(C(N1)CC(C)(C)C)C(NC1=CC(=CC=C12)Cl)=O)C1=C(C(=CC=C1)Cl)F (rac-(2′S,3′R,4′S,5′R)-6-chloro-4′-(3-chloro-2-fluoro-phenyl)-2′-(2,2-dimethyl-propyl)-2-oxo-1,2-dihydro-spiro[indole-3,3′-pyrrolidine]-5′-carboxylic acid (3-methoxy-pyridin-4-yl)-amide). Yield: 42.8%. As a reaction SMILES: FC(F)(F)C(O)=O.[Cl:8][C:9]1[CH:14]=[C:13]2[NH:15][C:16](=[O:38])[C:17]3([CH:21]([C:22]4[CH:27]=[CH:26][CH:25]=[C:24]([Cl:28])[C:23]=4[F:29])[CH:20]([C:30](O)=[O:31])[NH:19][CH:18]3[CH2:33][C:34]([CH3:37])([CH3:36])[CH3:35])[C:12]2=[CH:11][CH:10]=1.C(N(C(C)C)CC)(C)C.C1(P(Cl)(C2C=CC=CC=2)=O)C=CC=CC=1.[NH2:63][C:64]1[CH:69]=[CH:68][N:67]=[CH:66][C:65]=1[O:70][CH3:71]>>[CH3:71][O:70][C:65]1[CH:66]=[N:67][CH:68]=[CH:69][C:64]=1[NH:63][C:30]([CH:20]1[NH:19][CH:18]([CH2:33][C:34]([CH3:35])([CH3:37])[CH3:36])[C:17]2([C:12]3[C:13](=[CH:14][C:9]([Cl:8])=[CH:10][CH:11]=3)[NH:15][C:16]2=[O:38])[CH:21]1[C:22]1[CH:27]=[CH:26][CH:25]=[C:24]([Cl:28])[C:23]=1[F:29])=[O:31] |f:0.1|. Procedure: In a manner similar to the method described in Example 5, rac-(2′S,3′R,4′S,5′R)-6-chloro-4′-(3-chloro-2-fluoro-phenyl)-2′-(2,2-dimethyl-propyl)-2-oxo-1,2-dihydro-spiro[indole-3,3′-pyrrolidine]-5′-carboxylic acid trifluoroacetic acid prepared in Example 4 (0.26 g, 0.45 mmol), was reacted with diisopropylethylamine (0.29 g, 2.2 mmol), diphenylphosphinic chloride (0.21 g, 0.9 mmol), then reacted with 4-amino-3-methoxypyridine (Tyger) (0.08 g, 0.67 mmol) to give rac-(2′S,3′R,4′S,5′R)-6-chloro-4′-(3-... Reactants: ClC1=C(C=O)C(=CC=C1)F (2-chloro-6-fluorobenzaldehyde), N\C(=C/C(=O)OC)\C (methyl 3-aminocrotonate), C(CC(=O)C)(=O)OCC(CN(C)CC1=CC=CC=C1)(C)C (3-(N-benzyl-N-methylamino)-2,2-dimethylpropyl acetoacetate). Run in CC(C)O (2-propanol). Yields the product CC=1NC(=C(C(C1C(=O)OCC(CN(C)CC1=CC=CC=C1)(C)C)C1=C(C=CC=C1F)Cl)C(=O)OC)C (3-(N-benzyl-N-methylamino)-2,2-dimethylpropyl methyl 2,6-dimethyl-4-(2-chloro-6-fluorophenyl)-1,4-dihydropyridine-3,5-dicarboxylate). The yield is 6.3%. As a reaction SMILES: [Cl:1][C:2]1[CH:9]=[CH:8][CH:7]=[C:6]([F:10])[C:3]=1[CH:4]=O.[NH2:11]/[C:12](/[CH3:18])=[CH:13]\[C:14]([O:16][CH3:17])=[O:15].[C:19]([O:25][CH2:26][C:27]([CH3:39])([CH3:38])[CH2:28][N:29]([CH2:31][C:32]1[CH:37]=[CH:36][CH:35]=[CH:34][CH:33]=1)[CH3:30])(=[O:24])[CH2:20][C:21]([CH3:23])=O>CC(O)C>[CH3:23][C:21]1[NH:11][C:12]([CH3:18])=[C:13]([C:14]([O:16][CH3:17])=[O:15])[CH:4]([C:3]2[C:6]([F:10])=[CH:7][CH:8]=[CH:9][C:2]=2[Cl:1])[C:20]=1[C:19]([O:25][CH2:26][C:27]([CH3:39])([CH3:38])[CH2:28][N:29]([CH2:31][C:32]1[CH:37]=[CH:36][CH:35]=[CH:34][CH:33]=1)[CH3:30])=[O:24]. Procedure: A mixture of 170 mg of 2-chloro-6-fluorobenzaldehyde, 137 mg of methyl 3-aminocrotonate and 345 mg of 3-(N-benzyl-N-methylamino)-2,2-dimethylpropyl acetoacetate in 2 ml of 2-propanol was reacted and then purified in the same way as in Example 8 to yield 36 mg of the desired compound (168). Starting materials: ClC=1C(=NC=NC1C(C)Cl)NC(C)C1=CC=CC=C1 (5-chloro-6-(1-chloroethyl)-4-(1-phenylethylamino)pyrimidine), CO.C[O-].[Na+] (sodium methoxide methanol). The solvent is CO (methanol). Run at temperature 60 celsius, time 13 hour. The product is ClC=1C(=NC=NC1C(C)OC)NC(C)C1=CC=CC=C1 (5-chloro-6-(1-methoxyethyl)-4-(1-phenylethylamino)pyrimidine). Reaction SMILES: [Cl:1][C:2]1[C:3]([NH:11][CH:12]([C:14]2[CH:19]=[CH:18][CH:17]=[CH:16][CH:15]=2)[CH3:13])=[N:4][CH:5]=[N:6][C:7]=1[CH:8](Cl)[CH3:9].[CH3:20][OH:21].C[O-].[Na+]>CO>[Cl:1][C:2]1[C:3]([NH:11][CH:12]([C:14]2[CH:19]=[CH:18][CH:17]=[CH:16][CH:15]=2)[CH3:13])=[N:4][CH:5]=[N:6][C:7]=1[CH:8]([O:21][CH3:20])[CH3:9] |f:1.2.3|. Procedure: In 20 ml of methanol was dissolved 1.11 g of 5-chloro-6-(1-chloroethyl)-4-(1-phenylethylamino)pyrimidine, and to the mixture was added 1.3 g of a 28% sodium methoxide methanol solution. The mixture was stirred at 60° C. for 13 hours. Starting materials: C(C)OC1=CC(CCC1)=O (3-ethoxy-2-cyclohexen-1-one), C(C)I (ethyl iodide). Product: C(C)C1C(CC(CC1)=O)=O ((±) 4-Ethyl-1,3-cyclohexanedione). As a reaction SMILES: C([O:3][C:4]1[CH2:9][CH2:8][CH2:7][C:6](=[O:10])[CH:5]=1)C.[CH2:11](I)[CH3:12]>>[CH2:11]([CH:9]1[CH2:8][CH2:7][C:6](=[O:10])[CH2:5][C:4]1=[O:3])[CH3:12]. Procedure details: The title compound (D12) was prepared from 3-ethoxy-2-cyclohexen-1-one and ethyl iodide using a procedure similar to that described in Description 11. Product was used in the preparation of D14 without further purification. Reactants: ClC1=C(C=C(C=C1)[C@H](N)C1=NN(C=C1)C)F ((S)-(4-chloro-3-fluorophenyl)(1-methyl-1H-pyrazol-3-yl)methanamine), FC1=C2C=NC(=NC2=CC(=C1)C(=O)O)NCCOC (5-Fluoro-2-(2-methoxy-ethylamino)-quinazoline-7-carboxylic acid), FC=1C=C(C=CC1OC)[C@H](N)C=1C=NN(C1)C ((S)-(3-fluoro-4-methoxyphenyl)(1-methyl-1H-pyrazol-4-yl)methanamine), 84b. Product: FC=1C=C(C=CC1OC)[C@@H](C=1C=NN(C1)C)NC(=O)C1=CC(=C2C=NC(=NC2=C1)NCCOC)F (5-Fluoro-2-(2-methoxy-ethylamino)-quinazoline-7-carboxylic acid [(S)-(3-fluoro-4-methoxy-phenyl)-(1-methyl-1H-pyrazol-4-yl)-methyl]-amide). RXN SMILES: ClC1C=CC([C@@H](C2C=CN(C)N=2)N)=CC=1F.[F:17][C:18]1[CH:19]=[C:20]([C@@H:26]([C:28]2[CH:29]=[N:30][N:31]([CH3:33])[CH:32]=2)[NH2:27])[CH:21]=[CH:22][C:23]=1[O:24][CH3:25].[F:34][C:35]1[CH:44]=[C:43]([C:45](O)=[O:46])[CH:42]=[C:41]2[C:36]=1[CH:37]=[N:38][C:39]([NH:48][CH2:49][CH2:50][O:51][CH3:52])=[N:40]2>>[F:17][C:18]1[CH:19]=[C:20]([C@H:26]([NH:27][C:45]([C:43]2[CH:42]=[C:41]3[C:36]([CH:37]=[N:38][C:39]([NH:48][CH2:49][CH2:50][O:51][CH3:52])=[N:40]3)=[C:35]([F:34])[CH:44]=2)=[O:46])[C:28]2[CH:29]=[N:30][N:31]([CH3:33])[CH:32]=2)[CH:21]=[CH:22][C:23]=1[O:24][CH3:25]. Procedure: 5-Fluoro-2-(2-methoxy-ethylamino)-quinazoline-7-carboxylic acid [(S)-(3-fluoro-4-methoxy-phenyl)-(1-methyl-1H-pyrazol-4-yl)-methyl]-amide (I-58) was prepared analogously except 32b was replaced with 40f and 84b was replaced with 87a.